Dataset: the Open Reaction Database (ORD), a public repository of structured organic reaction records. Task: describe an organic reaction: reactants, conditions, products, and yield Reactants: O (water), Cl.CN(CCCN=C=NCC)C (N-(3-Dimethylaminopropyl)-N′-ethylcarbodiimide hydrochloride), ClCCCCCCCCO (8-chloro-1-octanol), O1C(CCC1)C(=O)O (tetrahydro-2-furancarboxylic acid). Reagents/catalysts: CN(C1=CC=NC=C1)C (4-dimethylaminopyridine). The solvent is ClCCl (dichloromethane), ClCCl (dichloromethane). Reaction conditions: time 8 hour. Yields the product O1C(CCC1)C(=O)OCCCCCCCCCl (8-chlorooctyl tetrahydro-2-furancarboxylate). RXN SMILES: Cl.CN(C)CCCN=C=NCC.[Cl:13][CH2:14][CH2:15][CH2:16][CH2:17][CH2:18][CH2:19][CH2:20][CH2:21][OH:22].[O:23]1[CH2:27][CH2:26][CH2:25][CH:24]1[C:28](O)=[O:29].O>ClCCl.CN(C)C1C=CN=CC=1>[O:23]1[CH2:27][CH2:26][CH2:25][CH:24]1[C:28]([O:22][CH2:21][CH2:20][CH2:19][CH2:18][CH2:17][CH2:16][CH2:15][CH2:14][Cl:13])=[O:29] |f:0.1|. Procedure details: A solution of N-(3-Dimethylaminopropyl)-N′-ethylcarbodiimide hydrochloride (5.7 g) in dichloromethane (100 ml) was slowly added to a solution of 8-chloro-1-octanol (4.1 g), tetrahydro-2-furancarboxylic acid (3.5 g) and 4-dimethylaminopyridine (1.5 g) in dichloromethane (50 ml) at 0° C. The mixture was stirred overnight at room temperature. The resulting solution was then added to water (500 ml) and extracted with dichloromethane (3×200 ml). The combined organic layers were washed with water (2×2... Reactants: ( 8 ), [OH-].[Na+] (sodium hydroxide), S(O)(O)(=O)=O (sulfuric acid), C(C)(C)(CC(C)(C)C)C1=CC(=C(C=C1)N=NC1=C(C(=CC(=C1)C(C1=CC=CC=C1)(C)C)C(C1=CC=CC=C1)(C)C)O)[N+](=O)[O-] (4-tert-Octyl-2-nitro-2'-hydroxy-3',5'-di-(alpha,alpha-dimethylbenzyl)azobenzene), C1(=CC=CC=C1)C (toluene). The reagents and catalysts are [Zn] (zinc), [Zn] (zinc), [Zn] (zinc). Solvent: O (water), C(C)(C)O (isopropanol). Reaction conditions: temperature 47 celsius, time 8 hour. Yields the product C(C)(C)(CC(C)(C)C)C1=CC=2C(=NN(N2)C2=C(C(=CC(=C2)C(C2=CC=CC=C2)(C)C)C(C2=CC=CC=C2)(C)C)O)C=C1 (5-tert-Octyl-2-[2-hydroxy-3,5-di-(alpha,alpha-dimethylbenzyl)phenyl]-2H-benzotriazole). Reaction SMILES: [C:1]([C:9]1[CH:14]=[CH:13][C:12]([N:15]=[N:16][C:17]2[CH:22]=[C:21]([C:23]([CH3:31])([CH3:30])[C:24]3[CH:29]=[CH:28][CH:27]=[CH:26][CH:25]=3)[CH:20]=[C:19]([C:32]([CH3:40])([CH3:39])[C:33]3[CH:38]=[CH:37][CH:36]=[CH:35][CH:34]=3)[C:18]=2[OH:41])=[C:11]([N+:42]([O-])=O)[CH:10]=1)([CH2:4][C:5]([CH3:8])([CH3:7])[CH3:6])([CH3:3])[CH3:2].C1(C)C=CC=CC=1.[OH-].[Na+].S(=O)(=O)(O)O>[Zn].O.C(O)(C)C>[C:1]([C:9]1[CH:14]=[CH:13][C:12]2=[N:15][N:16]([C:17]3[CH:22]=[C:21]([C:23]([CH3:31])([CH3:30])[C:24]4[CH:29]=[CH:28][CH:27]=[CH:26][CH:25]=4)[CH:20]=[C:19]([C:32]([CH3:40])([CH3:39])[C:33]4[CH:38]=[CH:37][CH:36]=[CH:35][CH:34]=4)[C:18]=3[OH:41])[N:42]=[C:11]2[CH:10]=1)([CH2:4][C:5]([CH3:8])([CH3:7])[CH3:6])([CH3:3])[CH3:2] |f:2.3|. Reported procedure: To a 300 ml 3-necked flask fitted with a stirrer, thermometer, reflux condenser and nitrogen inlet is charged 31 grams (0.05 mol) of the o-nitroazobenzene intermediate of Example 5 and 100 ml of toluene. To the resulting solution is added 15 ml of isopropanol and 15 ml of water. A nitrogen atmosphere is imposed and 8 grams (0.1 mole) of 50% aqueous sodium hydroxide is added. A flask containing 11.6 grams (0.177 gram-atoms) of zinc is connected to the reaction flask by Gooch rubber tubing and the... Reactants: COC=1C=C(C=CC1OC)O (3,4-Dimethoxyphenol), O1CCCC=C1 (dihydropyran). The reagents and catalysts are Cl (hydrochloric acid). Run in CCOCC (ether). Conditions: time 3 hour. Product: O1C(CCCC1)OC1=CC(=C(C=C1)OC)OC (3,4-dimethoxyphenol tetrahydropyranyl ether). Reaction SMILES: [CH3:1][O:2][C:3]1[CH:4]=[C:5]([OH:11])[CH:6]=[CH:7][C:8]=1[O:9][CH3:10].[O:12]1[CH:17]=[CH:16][CH2:15][CH2:14][CH2:13]1>Cl.CCOCC>[O:12]1[CH2:17][CH2:16][CH2:15][CH2:14][CH:13]1[O:11][C:5]1[CH:6]=[CH:7][C:8]([O:9][CH3:10])=[C:3]([O:2][CH3:1])[CH:4]=1. Procedure details: 3,4-Dimethoxyphenol (30.8 g) was added in small portions to a mixture of dihydropyran (29.2 ml) and conc. hydrochloric acid (3 drops) under nitrogen so that the temperature did not rise above 50° C. After the addition was complete the dark solution was stirred at room temperature for 3 hrs. and then diluted with ether. The resulting solution was washed with water, 2 N sodium hydroxide solution, water, dried (sodium sulphate) and evaporated to give 3,4-dimethoxyphenol tetrahydropyranyl ether. Reaction SMILES: O[C:2]1[C:7]([CH3:8])=[N:6][CH:5]=[C:4]([CH3:9])[N:3]=1.P(Cl)(Cl)([Cl:12])=O>>[Cl:12][C:2]1[C:7]([CH3:8])=[N:6][CH:5]=[C:4]([CH3:9])[N:3]=1. Yields the product ClC1=NC(=CN=C1C)C (2-chloro-3,6-dimethylpyrazine). Starting materials: OC1=NC(=CN=C1C)C (2-hydroxy-3,6-dimethylpyrazine), P(=O)(Cl)(Cl)Cl (phosphorus oxychloride). Procedure details: The 2-hydroxy-3,6-dimethylpyrazine disclosed by Baxter et al can be reacted with phosphorus oxychloride by the method described in Preparation 13, Step B, to provide 2-chloro-3,6-dimethylpyrazine. The reactants are BrCC=1CCC2=C(C=CC=C2C1)OC (3-bromomethyl-1,2-dihydro-8-methoxynaphthalene), Cl (hydrochloric acid), CC(C)([O-])C.[K+] (potassium tert-butoxide), C1COCCOCCOCCOCCOCCO1 (18-crown-6), C1(=CC=CC=C1)C(C=1C=CC(NN1)=O)C1=CC=CC=C1 (6-diphenylmethyl-3(2H)-pyridazinone). The solvent is C(C)(=O)OCC (ethyl acetate), CN(C=O)C (N,N-dimethylformamide). Run at time 8 hour. Yields the product COC1=C2CCC(=CC2=CC=C1)CN1N=C(C=CC1=O)C(C1=CC=CC=C1)C1=CC=CC=C1 (2-[(3,4-dihydro-5-methoxy-2-naphthyl)methyl]-6-diphenylmethyl-3(2H)-pyridazinone). The yield is 40.1%. As a reaction SMILES: CC(C)([O-])C.[K+].C1OCCOCCOCCOCCOCCOC1.[C:25]1([CH:31]([C:39]2[CH:44]=[CH:43][CH:42]=[CH:41][CH:40]=2)[C:32]2[CH:33]=[CH:34][C:35](=[O:38])[NH:36][N:37]=2)[CH:30]=[CH:29][CH:28]=[CH:27][CH:26]=1.Br[CH2:46][C:47]1[CH2:48][CH2:49][C:50]2[C:55]([CH:56]=1)=[CH:54][CH:53]=[CH:52][C:51]=2[O:57][CH3:58].Cl>CN(C)C=O.C(OCC)(=O)C>[CH3:58][O:57][C:51]1[CH:52]=[CH:53][CH:54]=[C:55]2[C:50]=1[CH2:49][CH2:48][C:47]([CH2:46][N:36]1[C:35](=[O:38])[CH:34]=[CH:33][C:32]([CH:31]([C:25]3[CH:26]=[CH:27][CH:28]=[CH:29][CH:30]=3)[C:39]3[CH:40]=[CH:41][CH:42]=[CH:43][CH:44]=3)=[N:37]1)=[CH:56]2 |f:0.1|. Reported procedure: To a solution of potassium tert-butoxide (0.39 g) and 18-crown-6 (0.08 g) in dry N,N-dimethylformamide (4 ml) was added 6-diphenylmethyl-3(2H)-pyridazinone (0.83 g) at room temperature. After ten minutes, 3-bromomethyl-1,2-dihydro-8-methoxynaphthalene (0.80 g) was added to the solution and stirred at the same temperature overnight. The reaction mixture was poured into ethyl acetate and 1N hydrochloric acid and the organic layer was separated, washed with water, aqueous sodium hydrogencarbonate s...